describe an organic reaction: reactants, conditions, products, and yield From a dataset of the Open Reaction Database (ORD), a public repository of structured organic reaction records. The reactants are C(CCC)O (n-butanol), CC(C)([O-])C.[K+] (potassium tert. butoxide), 2n, Cl (HCl), C(C)C1N=C2C(=NC(C=C2C)=S(=O)=O)N1CC1=CC=C(C=C1)C1=C(C=CC=C1)C1=NN=NN1 (2-ethyl-sulfonyl-7-methyl-3[(2'-(1H-tetrazol-5-yl)biphenyl-4-yl)methyl]-3H-imidazo[4.5-b]pyridine). Run in CN(C)C=O (DMF), O (water). Conditions: time 5 minute. Product: C(CCC)OC1=NC=2C(=NC=CC2C)N1CC1=CC=C(C=C1)C1=C(C=CC=C1)C1=NN=NN1 (2-n-butoxy-7-methyl-3[(2'-(1H-tetrazol-5-yl)biphenyl-4-yl)methyl)-3H-imidazo[4.5-b]pyridine). Isolated yield 49.0%. Reaction SMILES: [CH2:1]([OH:5])[CH2:2][CH2:3][CH3:4].CC(C)([O-])C.[K+].C([CH:14]1[N:26]([CH2:27][C:28]2[CH:33]=[CH:32][C:31]([C:34]3[CH:39]=[CH:38][CH:37]=[CH:36][C:35]=3[C:40]3[NH:44][N:43]=[N:42][N:41]=3)=[CH:30][CH:29]=2)[C:17]2=[N:18][C:19](=S(=O)=O)[CH:20]=[C:21]([CH3:22])[C:16]2=[N:15]1)C.Cl>O.CN(C=O)C>[CH2:1]([O:5][C:14]1[N:26]([CH2:27][C:28]2[CH:29]=[CH:30][C:31]([C:34]3[CH:39]=[CH:38][CH:37]=[CH:36][C:35]=3[C:40]3[NH:44][N:43]=[N:42][N:41]=3)=[CH:32][CH:33]=2)[C:17]2=[N:18][CH:19]=[CH:20][C:21]([CH3:22])=[C:16]2[N:15]=1)[CH2:2][CH2:3][CH3:4] |f:1.2|. Reported procedure: A mixture of 100 mg (1.3 mmol) of n-butanol, 400 mg (3.6 mmol) of potassium tert. butoxide and DMF was heated at 80 degree C. for 5 minutes. 300 mg (0.65 mmol) of 2-ethyl-sulfonyl-7-methyl-3[(2'-(1H-tetrazol-5-yl)biphenyl-4-yl)methyl]-3H-imidazo[4.5-b]pyridine was added to the mixture. The resultant was heated for 2 hours. The reaction product mixture was mixed with water, neutralized with 2n HCl and extracted with dichloromethane. The dichloromethane phase was washed with a saturated saline and...